From a dataset of the Open Reaction Database (ORD), a public repository of structured organic reaction records. describe an organic reaction: reactants, conditions, products, and yield The reactants are CN(C)CC(=O)O, CC(C)=O, C(=NC1CCCCC1)=NC1CCCCC1, Cn1c(=O)c2c(ncn2CO)n(C)c1=O, c1ccncc1. The product is CN(C)CC(=O)OCn1cnc2c1c(=O)n(C)c(=O)n2C. Reaction SMILES: [CH3:16][N:17]([CH3:18])[CH2:19][C:20]([OH:21])=[O:22].[CH3:44][C:45](=[O:46])[CH3:47].[CH:23]1([N:24]=[C:25]=[N:26][CH:27]2[CH2:28][CH2:29][CH2:30][CH2:31][CH2:32]2)[CH2:33][CH2:34][CH2:35][CH2:36][CH2:37]1.[OH:1][CH2:2][n:3]1[cH:4][n:5][c:6]2[n:7]([CH3:15])[c:8](=[O:14])[n:9]([CH3:10])[c:11](=[O:13])[c:12]12.[cH:38]1[cH:39][cH:40][n:41][cH:42][cH:43]1>>[O:1]([CH2:2][n:3]1[cH:4][n:5][c:6]2[n:7]([CH3:15])[c:8](=[O:14])[n:9]([CH3:10])[c:11](=[O:13])[c:12]12)[C:20]([CH2:19][N:17]([CH3:16])[CH3:18])=[O:21]. Reactants: O=c1c2cc(F)c(N3CCCC3)nc2n(-c2ccc(F)cc2)c(=O)n1OCc1ccccc1, C1CCOC1, [H][H]. The product is O=c1c2cc(F)c(N3CCCC3)nc2n(-c2ccc(F)cc2)c(=O)n1O. As a reaction SMILES: [CH2:1]([c:2]1[cH:3][cH:4][cH:5][cH:6][cH:7]1)[O:8][n:9]1[c:10](=[O:33])[n:11](-[c:26]2[cH:27][cH:28][c:29]([F:32])[cH:30][cH:31]2)[c:12]2[c:13]([c:14]1=[O:15])[cH:16][c:17]([F:25])[c:18]([N:20]1[CH2:21][CH2:22][CH2:23][CH2:24]1)[n:19]2.[CH2:36]1[O:37][CH2:38][CH2:39][CH2:40]1.[H:34][H:35]>>[OH:8][n:9]1[c:10](=[O:33])[n:11](-[c:26]2[cH:27][cH:28][c:29]([F:32])[cH:30][cH:31]2)[c:12]2[c:13]([c:14]1=[O:15])[cH:16][c:17]([F:25])[c:18]([N:20]1[CH2:21][CH2:22][CH2:23][CH2:24]1)[n:19]2. Reaction SMILES: [CH3:1][n:2]1[c:3](=[O:24])[nH:4][c:5]2[c:6]([c:7]1=[O:8])[CH2:9][N:10]([CH2:13][CH2:14][CH2:15][CH2:16][O:17][CH:18]1[CH2:19][CH2:20][CH2:21][CH2:22][O:23]1)[CH2:11][CH2:12]2.[CH3:27][OH:28].[ClH:26].[OH2:25]>>[CH3:1][n:2]1[c:3](=[O:24])[nH:4][c:5]2[c:6]([c:7]1=[O:8])[CH2:9][N:10]([CH2:13][CH2:14][CH2:15][CH2:16][OH:17])[CH2:11][CH2:12]2. The reactants are Cn1c(=O)[nH]c2c(c1=O)CN(CCCCOC1CCCCO1)CC2, CO, Cl, O. Product: Cn1c(=O)[nH]c2c(c1=O)CN(CCCCO)CC2. The reactants are CCC1(O)OC(C(CN)OC)C(O)C1O, ClC(Cl)Cl, CN(N=O)C(=O)N=[N+]=[N-]. Yields the product CCC1(O)OC(C(CNC(=O)N(C)N=O)OC)C(O)C1O. Reaction SMILES: [CH2:10]([CH3:11])[C:12]1([OH:13])[CH:14]([OH:15])[CH:16]([OH:17])[CH:18]([CH:20]([O:21][CH3:22])[CH2:23][NH2:24])[O:19]1.[CH:25]([Cl:26])([Cl:27])[Cl:28].[N:1](=[O:2])[N:3]([C:4](=[O:5])[N:6]=[N+:7]=[N-:8])[CH3:9]>>[N:1](=[O:2])[N:3]([C:4](=[O:5])[NH:6][CH2:23][CH:20]([CH:18]1[CH:16]([OH:17])[CH:14]([OH:15])[C:12]([CH2:10][CH3:11])([OH:13])[O:19]1)[O:21][CH3:22])[CH3:9].